From a dataset of the Open Reaction Database (ORD), a public repository of structured organic reaction records. describe an organic reaction: reactants, conditions, products, and yield The reactants are C(CCCCCCC)N (n-octylamine), C1(O)=CC=C(O)C=C1 (hydroquinone), C(C=C)(=O)O (acrylic acid), [OH-].[Na+] (NaOH). Solvent: CO (methanol), CC(=O)C (acetone). The product is Na, C(CCCCCCC)NCCC(=O)O (N-n-octyl-β-alanine). Isolated yield 78.0%. As a reaction SMILES: [CH2:1]([NH2:9])[CH2:2][CH2:3][CH2:4][CH2:5][CH2:6][CH2:7][CH3:8].C1(C=CC(O)=CC=1)O.[C:18]([OH:22])(=[O:21])[CH:19]=[CH2:20].[OH-].[Na+]>CC(C)=O.CO>[CH2:1]([NH:9][CH2:20][CH2:19][C:18]([OH:22])=[O:21])[CH2:2][CH2:3][CH2:4][CH2:5][CH2:6][CH2:7][CH3:8] |f:3.4|. Procedure: To a mixture of n-octylamine (516 g, 4.0 mols), hydroquinone (200 mg) and methanol (400 ml), acrylic acid (144 g, 2.0 mols) was added dropwise with stirring while cooling with ice. After addition, the mixture was refluxed while heating for 4 hours. After cooled to room temperature, NaOH (80 g, 2.0 mols) was added. The reaction mixture was despersed in 6 liters of acetone, and filtration and drying were carried out to obtain the Na salt of N-n-octyl-β-alanine as white crystals having a melting po... The reactants are [N+](=O)(O)[O-] (nitric acid), C(O)([O-])=O.[Na+] (sodium hydrogen carbonate), C(C)(=O)OC(C)=O (acetic acid anhydride), solid, C(C)(=O)N[C@@H]1CC[C@H](CC1)O (trans-N-acetyl-4-hydroxycyclohexylamine). Solvent: C(C)#N (acetonitrile), ice water. Run at time 30 minute. Yields the product C(C)(=O)N[C@@H]1CC[C@H](CC1)O[N+](=O)[O-] (trans-N-acetyl-4-nitroxycyclohexylamine). As a reaction SMILES: C(OC(=O)C)(=O)C.[N+:8]([O-:11])([OH:10])=[O:9].[C:12]([NH:15][C@H:16]1[CH2:21][CH2:20][C@H:19](O)[CH2:18][CH2:17]1)(=[O:14])[CH3:13].C(=O)([O-])O.[Na+]>C(#N)C>[C:12]([NH:15][C@H:16]1[CH2:21][CH2:20][C@H:19]([O:9][N+:8]([O-:11])=[O:10])[CH2:18][CH2:17]1)(=[O:14])[CH3:13] |f:3.4|. Reported procedure: 28.3 ml (0.3 mol) acetic acid anhydride are mixed with 375 ml acetonitrile, cooled in an ice-bath to 0°-5° C. and 12.6 ml (0.3 mol) 100% nitric acid added dropwise. After 30 minutes, 15.7 g (0.1 mol) solid trans-N-acetyl-4-hydroxycyclohexylamine are added thereto with stirring and cooling at 0°-5° C. The reaction mixture is further stirred for 3 h at 0°-5° C. and subsequently allowed to flow carefully into a solution of 150 g (18 mol) sodium hydrogen carbonate in 500 ml ice water. After extracti... Reactants: CS(C)=O, CN(C)CCCl, CN1C(=O)c2cscc2Nc2ccccc21, Cl. Product: CN(C)CCN1c2cscc2C(=O)N(C)c2ccccc21. As a reaction SMILES: [CH3:24][S:25]([CH3:26])=[O:27].[CH3:2][N:3]([CH3:4])[CH2:5][CH2:6][Cl:7].[CH3:8][N:9]1[C:10](=[O:23])[c:11]2[c:12]([cH:20][s:21][cH:22]2)[NH:13][c:14]2[c:15]1[cH:16][cH:17][cH:18][cH:19]2.[ClH:1]>>[CH3:2][N:3]([CH3:4])[CH2:5][CH2:6][N:13]1[c:12]2[c:11]([cH:22][s:21][cH:20]2)[C:10](=[O:23])[N:9]([CH3:8])[c:15]2[c:14]1[cH:19][cH:18][cH:17][cH:16]2. The reactants are [Al+3], COc1ccccc1-c1ccc2c(c1COC(=O)c1ccc(C)cc1)C(C)=CC(C)(C)N2, CCOC(C)=O, [Cl-], [Cl-], [Cl-], CC(Cl)Cl, O=C(Cl)Cc1ccccc1. Product: COc1ccc(C(=O)Cc2ccccc2)cc1-c1ccc2c(c1COC(=O)c1ccc(C)cc1)C(C)=CC(C)(C)N2. RXN SMILES: [Al+3:2].[CH3:19][O:20][c:21]1[c:22](-[c:27]2[c:28]([CH2:40][O:41][C:42]([c:43]3[cH:44][cH:45][c:46]([CH3:49])[cH:47][cH:48]3)=[O:50])[c:29]3[c:34]([cH:35][cH:36]2)[NH:33][C:32]([CH3:37])([CH3:38])[CH:31]=[C:30]3[CH3:39])[cH:23][cH:24][cH:25][cH:26]1.[CH3:51][CH2:52][O:53][C:54](=[O:55])[CH3:56].[Cl-:1].[Cl-:3].[Cl-:4].[Cl:5][CH:6]([Cl:7])[CH3:8].[c:9]1([CH2:15][C:16](=[O:17])[Cl:18])[cH:10][cH:11][cH:12][cH:13][cH:14]1>>[c:9]1([CH2:15][C:16](=[O:17])[c:24]2[cH:23][c:22](-[c:27]3[c:28]([CH2:40][O:41][C:42]([c:43]4[cH:44][cH:45][c:46]([CH3:49])[cH:47][cH:48]4)=[O:50])[c:29]4[c:34]([cH:35][cH:36]3)[NH:33][C:32]([CH3:37])([CH3:38])[CH:31]=[C:30]4[CH3:39])[c:21]([O:20][CH3:19])[cH:26][cH:25]2)[cH:10][cH:11][cH:12][cH:13][cH:14]1. Reactants: C(C)(=O)O (acetic acid), COC1=C(OC2=NC=CC=N2)C=CC(=C1)[N+](=O)[O-] (2-(2-methoxy-4-nitrophenoxy)pyrimidine). Reagents/catalysts: [Fe] (iron). Run in O.CCO (water EtOH). The product is COC=1C=C(N)C=CC1OC1=NC=CC=N1 (3-methoxy-4-(pyrimidin-2-yloxy)aniline). Isolated yield 100.0%. Reaction SMILES: C(O)(=O)C.[CH3:5][O:6][C:7]1[CH:19]=[C:18]([N+:20]([O-])=O)[CH:17]=[CH:16][C:8]=1[O:9][C:10]1[N:15]=[CH:14][CH:13]=[CH:12][N:11]=1>O.CCO.[Fe]>[CH3:5][O:6][C:7]1[CH:19]=[C:18]([CH:17]=[CH:16][C:8]=1[O:9][C:10]1[N:11]=[CH:12][CH:13]=[CH:14][N:15]=1)[NH2:20] |f:2.3|. Procedure: According to Scheme 3 Step 2: A suspension of iron (4.45 mmol, 248 mg), acetic acid (1.07 mmol, 61 μL) and of 2-(2-methoxy-4-nitrophenoxy)pyrimidine (0.89 mmol, 220 mg) in water/EtOH (1:1, 7 mL) was stirred at 80° C. for 30 minutes. After evaporation of EtOH, the aqueous phase was basified with a saturated solution of NaHCO3 and was extracted with AcOEt. The organic phase was washed with brine, was dried over MgSO4, was filtered and was concentrated under reduced pressure to yield 3-methoxy-4-(p... Starting materials: solution, [OH-].[Na+] (sodium hydroxide), OO (hydrogen peroxide), C(=O)=CCOC1=NOC(=C1)COC (3-carbonylethoxy-5-methoxymethyl-isoxazole), solution, CCC([BH-](C(CC)C)C(CC)C)C.[Li+] (L-selectride). Solvent: O1CCCC1 (tetrahydrofuran), C(C)O (ethanol), O (water). Reaction conditions: time 8 hour. The product is OCC1=NOC(=C1)COC (3-Hydroxymethyl-5-methoxymethyl-isoxazole). Reaction SMILES: C(=CCO[C:6]1[CH:10]=[C:9]([CH2:11][O:12][CH3:13])[O:8][N:7]=1)=O.[CH3:14]CC(C)[BH-](C(C)CC)C(C)CC.[Li+].[OH-:28].[Na+].OO>O1CCCC1.C(O)C.O>[OH:28][CH2:14][C:6]1[CH:10]=[C:9]([CH2:11][O:12][CH3:13])[O:8][N:7]=1 |f:1.2,3.4|. Procedure details: To a solution of 6.55 g of 3-carbonylethoxy-5-methoxymethyl-isoxazole in 70 ml dry tetrahydrofuran were added 77.6 ml of a 1 N solution of L-selectride® at 0° C. The solution was stirred overnight at room temperature. After cooling to 0° C. 13 ml of water and 33 ml of ethanol were added, then simultaneously 33 ml of a 6 N solution of sodium hydroxide and 49 ml hydrogen peroxide were added with caution. After stirring for half an hour the supernatant was decanted, the residue washed several times... Starting materials: C(=O)C1=NN=C(C2=C(C1)C=CC(=C2)Cl)C2=CC=C(C=C2)[N+](=O)[O-] (4-formyl-8-chloro-1-(4-nitrophenyl)-5H-2,3-benzodiazepine), [BH4-].[Na+] (sodium borohydride). The solvent is mixture, O1CCCC1 (tetrahydrofuran), O (water), O (water). Conditions: temperature 25 celsius, time 40 minute. The product is OCC1=NN=C(C2=C(C1)C=CC(=C2)Cl)C2=CC=C(C=C2)[N+](=O)[O-] (4-(Hydroxymethyl)-8-chloro-1-(4-nitrophenyl)-5H-2,3-benzodiazepine). RXN SMILES: [CH:1]([C:3]1[CH2:9][C:8]2[CH:10]=[CH:11][C:12]([Cl:14])=[CH:13][C:7]=2[C:6]([C:15]2[CH:20]=[CH:19][C:18]([N+:21]([O-:23])=[O:22])=[CH:17][CH:16]=2)=[N:5][N:4]=1)=[O:2].[BH4-].[Na+]>O1CCCC1.O>[OH:2][CH2:1][C:3]1[CH2:9][C:8]2[CH:10]=[CH:11][C:12]([Cl:14])=[CH:13][C:7]=2[C:6]([C:15]2[CH:20]=[CH:19][C:18]([N+:21]([O-:23])=[O:22])=[CH:17][CH:16]=2)=[N:5][N:4]=1 |f:1.2|. Procedure details: 2.15 g (6.6 mM) of 4-formyl-8-chloro-1-(4-nitrophenyl)-5H-2,3-benzodiazepine [prepared according to Step a)] were dissolved in 88 ml of a mixture of tetrahydrofuran and water (1:1), then under ice chilling 0.12 g (3.3 mM) of sodium borohydride was added portion-wise. The reaction mixture was stirred at 25° C. for 40 minutes then it was diluted with 90 ml of water. The precipitated crystals were filtered and purified on a Kieselgel column using a mixture of benzene and ethyl acetate (1:1) as elua...